From a dataset of the Open Reaction Database (ORD), a public repository of structured organic reaction records. describe an organic reaction: reactants, conditions, products, and yield Starting materials: saturated solution, Br (hydrogen bromide), C1(=CC=CC=C1)COC(=O)N1CCC(CC1)C1=NOC2=C1C=CC(=C2)OC (4-(6-methoxy-1,2-benzisoxazol-3-yl)-1-piperidine carboxylic acid phenylmethyl ester). Solvent: C(C)(=O)O (acetic acid). Product: Br.COC1=CC2=C(C(=NO2)C2CCNCC2)C=C1 (6-Methoxy-3-(4-piperidyl)-1,2-benzisoxazole hydrobromide). The yield is 79.8%. RXN SMILES: [BrH:1].C1(COC([N:12]2[CH2:17][CH2:16][CH:15]([C:18]3[C:22]4[CH:23]=[CH:24][C:25]([O:27][CH3:28])=[CH:26][C:21]=4[O:20][N:19]=3)[CH2:14][CH2:13]2)=O)C=CC=CC=1>C(O)(=O)C>[BrH:1].[CH3:28][O:27][C:25]1[CH:24]=[CH:23][C:22]2[C:18]([CH:15]3[CH2:14][CH2:13][NH:12][CH2:17][CH2:16]3)=[N:19][O:20][C:21]=2[CH:26]=1 |f:3.4|. Procedure details: To 30 ml of a saturated solution of hydrogen bromide and acetic acid was added, with stirring, 0.88 g of 4-(6-methoxy-1,2-benzisoxazol-3-yl)-1-piperidine carboxylic acid phenylmethyl ester. The reaction was stirred at ambient temperature for 55 min. The resultant solid was collected, washed with ether and dried to yield 0.5 g (79.8%) of product. Recrystallization from methanol gave the analytical sample, mp 258°-260°.